Dataset: the Open Reaction Database (ORD), a public repository of structured organic reaction records. Task: describe an organic reaction: reactants, conditions, products, and yield Reactants: C(C)(=O)OC1=CC=C(C(=O)Cl)C=C1 (4-acetoxy-benzoyl chloride), CC1=CC=C(C(C(=O)O)=C1)N (5-methyl-anthranilic acid), ice water. The solvent is N1=CC=CC=C1 (pyridine). Reaction conditions: time 2 hour. The product is C(C)(=O)OC1=CC=C(C=C1)C1=NC2=C(C(O1)=O)C=C(C=C2)C (2-(4-Acetoxy-phenyl)-6-methyl-3,1-benzoxazin-4-one). As a reaction SMILES: [CH3:1][C:2]1[CH:10]=[C:6]([C:7]([OH:9])=[O:8])[C:5]([NH2:11])=[CH:4][CH:3]=1.[C:12]([O:15][C:16]1[CH:24]=[CH:23][C:19]([C:20](Cl)=O)=[CH:18][CH:17]=1)(=[O:14])[CH3:13]>N1C=CC=CC=1>[C:12]([O:15][C:16]1[CH:24]=[CH:23][C:19]([C:20]2[O:8][C:7](=[O:9])[C:6]3[CH:10]=[C:2]([CH3:1])[CH:3]=[CH:4][C:5]=3[N:11]=2)=[CH:18][CH:17]=1)(=[O:14])[CH3:13]. Procedure: 10 gm (0.066 mol) of 5-methyl-anthranilic acid were dissolved in 65 ml of pyridine, and the solution was mixed, while cooling and stirring, with 15.7 gm (0.066 mol+20%) of 4-acetoxy-benzoyl chloride. After 2 hours the reaction was finished, and the reaction mixture was poured into ice water. The crystalline precipitate thus formed was suction-filtered off, washed well with water and dried.